This data is from the Open Reaction Database (ORD), a public repository of structured organic reaction records. The task is: describe an organic reaction: reactants, conditions, products, and yield Reactants: C(C)C1=C(C=CC(=C1OC)OC)CCNC(CCCCC(=O)OC)=O (Methyl 6-[[2-(2-ethyl-3,4-dimethoxyphenyl)ethyl]amino]-6-oxohexanoate), [OH-].[Na+] (sodium hydroxide), C(C)O (ethanol). Solvent: O (water). Yields the product C(C)C1=C(C=CC(=C1OC)OC)CCNC(CCCCC(=O)O)=O (6-[[2-(2-Ethyl-3,4-dimethoxyphenyl)ethyl]amino]-6-oxohexanoic acid). Yield: 79.5%. RXN SMILES: [CH2:1]([C:3]1[C:8]([O:9][CH3:10])=[C:7]([O:11][CH3:12])[CH:6]=[CH:5][C:4]=1[CH2:13][CH2:14][NH:15][C:16](=[O:25])[CH2:17][CH2:18][CH2:19][CH2:20][C:21]([O:23]C)=[O:22])[CH3:2].[OH-].[Na+].C(O)C>O>[CH2:1]([C:3]1[C:8]([O:9][CH3:10])=[C:7]([O:11][CH3:12])[CH:6]=[CH:5][C:4]=1[CH2:13][CH2:14][NH:15][C:16](=[O:25])[CH2:17][CH2:18][CH2:19][CH2:20][C:21]([OH:23])=[O:22])[CH3:2] |f:1.2|. Procedure details: A mixture of the product from Stage (i) (11 g), 2N sodium hydroxide solution (200 ml) and ethanol (300 ml) was heated under reflux for 1 h. The solution was cooled and poured into water (1000 ml). The mixture was washed with ether, acidified with 2N hydrochloric acid and then extracted with ether. The extracts were washed with water, dried and evaporated to give the title compound (8.4 g) as a white solid, m.p. 92°-94°. Starting materials: C[Si](C)(C)CSC(Br)[Si](C)(C)C, O=C1C=CC(=O)N1c1cccc(Br)c1, CN(C)C=O, c1ccccc1. The product is C[Si](C)(C)C1SCC2C(=O)N(c3cccc(Br)c3)C(=O)C21. RXN SMILES: [Br:15][CH:16]([S:17][CH2:18][Si:19]([CH3:20])([CH3:21])[CH3:22])[Si:23]([CH3:24])([CH3:25])[CH3:26].[Br:1][c:2]1[cH:3][c:4]([N:8]2[C:9](=[O:14])[CH:10]=[CH:11][C:12]2=[O:13])[cH:5][cH:6][cH:7]1.[O:27]=[CH:28][N:29]([CH3:30])[CH3:31].[cH:32]1[cH:33][cH:34][cH:35][cH:36][cH:37]1>>[Br:1][c:2]1[cH:3][c:4]([N:8]2[C:9](=[O:14])[CH:10]3[CH:11]([C:12]2=[O:13])[CH2:16][S:17][CH:18]3[Si:19]([CH3:20])([CH3:21])[CH3:22])[cH:5][cH:6][cH:7]1. The reactants are BrC1=CN=C2C(=N1)N(N=N2)CC=2C=C1C=CC=NC1=CC2 (6-((6-bromo-1H-[1,2,3]triazolo[4,5-b]pyrazin-1-yl)methyl)quinoline), C(#N)[Zn]C#N (dicyanozinc), CCOC(=O)C (EtOAc), [NH4+].[Cl-] (NH4Cl). Reagents/catalysts: C=1C=CC(=CC1)[P](C=2C=CC=CC2)(C=3C=CC=CC3)[Pd]([P](C=4C=CC=CC4)(C=5C=CC=CC5)C=6C=CC=CC6)([P](C=7C=CC=CC7)(C=8C=CC=CC8)C=9C=CC=CC9)[P](C=1C=CC=CC1)(C=1C=CC=CC1)C=1C=CC=CC1 (Pd(PPh3)4). Solvent: CN(C)C=O (DMF). Conditions: temperature 127 celsius. Yields the product N1=CC=CC2=CC(=CC=C12)CN1N=NC=2C1=NC(=CN2)C#N (1-(Quinolin-6-ylmethyl)-1H-[1,2,3]triazolo[4,5-b]pyrazine-6-carbonitrile). RXN SMILES: Br[C:2]1[N:7]=[C:6]2[N:8]([CH2:11][C:12]3[CH:13]=[C:14]4[C:19](=[CH:20][CH:21]=3)[N:18]=[CH:17][CH:16]=[CH:15]4)[N:9]=[N:10][C:5]2=[N:4][CH:3]=1.[C:22]([Zn]C#N)#[N:23].[NH4+].[Cl-].CCOC(C)=O>CN(C=O)C.C1C=CC([P]([Pd]([P](C2C=CC=CC=2)(C2C=CC=CC=2)C2C=CC=CC=2)([P](C2C=CC=CC=2)(C2C=CC=CC=2)C2C=CC=CC=2)[P](C2C=CC=CC=2)(C2C=CC=CC=2)C2C=CC=CC=2)(C2C=CC=CC=2)C2C=CC=CC=2)=CC=1>[N:18]1[C:19]2[C:14](=[CH:13][C:12]([CH2:11][N:8]3[C:6]4=[N:7][C:2]([C:22]#[N:23])=[CH:3][N:4]=[C:5]4[N:10]=[N:9]3)=[CH:21][CH:20]=2)[CH:15]=[CH:16][CH:17]=1 |f:2.3,^1:43,45,64,83|. Procedure details: To a degassed solution of 6-((6-bromo-1H-[1,2,3]triazolo[4,5-b]pyrazin-1-yl)methyl)quinoline (1.6 g, 4.69 mmol) in DMF (8 mL), was added Pd(PPh3)4 (0.434 g, 0.375 mmol) and dicyanozinc (0.441 g, 3.75 mmol). The reaction mixture was heated to 127° C. for 4 h. NH4Cl(aq) was added to quench the reaction, followed by EtOAc. The reaction mixture was filtered through celite, washed with saturated NaHCO3 and NH4Cl. The organic layer was separated, dried over Na2SO4, filtered and concentrated to give a ...